Dataset: the Open Reaction Database (ORD), a public repository of structured organic reaction records. Task: describe an organic reaction: reactants, conditions, products, and yield Starting materials: ClCC1=CN(/C(/S1)=N/C(C)=O)C1=CC2=C(OC(O2)(F)F)C=C1 ((Z)-N-(5-(chloromethyl)-3-(2,2-difluorobenzo[d][1,3]dioxol-5-yl)thiazol-2(3H)-ylidene)acetamide), N1CCCC1 (pyrrolidine). Conditions: time 10 minute. The product is FC1(OC2=C(O1)C=CC(=C2)N2/C(/SC(=C2)CN2CCCC2)=N/C(C)=O)F (N-[(2Z)-3-(2,2-difluoro-1,3-benzodioxol-5-yl)-5-(pyrrolidin-1-ylmethyl)-1,3-thiazol-2(3H)-ylidene]acetamide). RXN SMILES: Cl[CH2:2][C:3]1[S:7]/[C:6](=[N:8]\[C:9](=[O:11])[CH3:10])/[N:5]([C:12]2[CH:22]=[CH:21][C:15]3[O:16][C:17]([F:20])([F:19])[O:18][C:14]=3[CH:13]=2)[CH:4]=1.[NH:23]1[CH2:27][CH2:26][CH2:25][CH2:24]1>>[F:19][C:17]1([F:20])[O:16][C:15]2[CH:21]=[CH:22][C:12]([N:5]3[CH:4]=[C:3]([CH2:2][N:23]4[CH2:27][CH2:26][CH2:25][CH2:24]4)[S:7]/[C:6]/3=[N:8]\[C:9](=[O:11])[CH3:10])=[CH:13][C:14]=2[O:18]1. Procedure details: The allyl chloride (Example 24A, 16 mg, 46 μmol) was dissolved into pyrrolidine (200 μL) and stirred 10 minutes. Then the mixture was twice diluted with and concentrated from EtOAc, and partitioned between 2:1 EtOAc/hexanes (1.5 mL) and water (1 mL). The organic phase was separated and washed with water, dried (Na2SO4), and chromatographed on silica (2 to 5% MeOH/CH2Cl2) to give the titled compound. 1H NMR (300 MHz, CDCl3) δ ppm 1.81 (4 H), 2.22 (3 H), 2.60 (4 H), 3.66 (2 H), 6.91 (1 H), 7.17 (2... Reactants: CCO, CSc1ccc([N+](=O)[O-])cc1O, [Cl-], [NH4+], O, [Zn]. Reaction SMILES: [CH3:1][CH2:2][OH:3].[CH3:6][S:7][c:8]1[c:9]([OH:17])[cH:10][c:11]([N+:14]([O-:15])=[O:16])[cH:12][cH:13]1.[Cl-:4].[NH4+:5].[OH2:19].[Zn:18]>>[CH3:6][S:7][c:8]1[c:9]([OH:17])[cH:10][c:11]([NH2:14])[cH:12][cH:13]1. The product is CSc1ccc(N)cc1O. Reactants: [OH-].[Na+] (NaOH), Cl.N12CC(C(CC1)CC2)=O (3-quinuclidinone hydrochloride), [OH-].[Na+] (NaOH), C(#N)CC(=O)O (cyanoacetic acid), N12CC(C(CC1)CC2)=C(C(=O)[O-])C#N.[Na+] (sodium 1-azabicyclo[2.2.2]oct-3-ylidenecyanoacetate), Cl (HCl). Run in O (water), O (water), O (water). Reaction conditions: temperature 15 celsius. The product is N12CC(C(CC1)CC2)=C(C(=O)O)C#N (1-azabicyclo[2.2.2]oct-3-ylidenecyanoacetic Acid). Reaction SMILES: [OH-].[Na+].Cl.N12CCC(CC1)C(=O)C2.C(CC(O)=O)#N.[N:19]12[CH2:26][CH2:25][CH:22]([CH2:23][CH2:24]1)[C:21](=[C:27]([C:31]#[N:32])[C:28]([O-:30])=[O:29])[CH2:20]2.[Na+].Cl>O>[N:19]12[CH2:26][CH2:25][CH:22]([CH2:23][CH2:24]1)[C:21](=[C:27]([C:31]#[N:32])[C:28]([OH:30])=[O:29])[CH2:20]2 |f:0.1,2.3,5.6|. Procedure details: 40% Aqueous NaOH (370 ml, 3.7 mol) was added to a stirred suspension of 3-quinuclidinone hydrochloride (600 g, 3.7 mol) in water (300 ml) over 30 min while maintaining the temperature at 15°-25° C. The resulting mixture was then cooled to 15° C. and a solution of cyanoacetic acid (380 g, 4.5 mol) in water (150 ml) added in a steady stream over 30 min while stirring and maintaining the temperature at 15°-20° C. After the addition was complete, further 40% aq. NaOH (900 ml, 9.0 mol) was added grad... Reactants: O=C([O-])[O-], CN(C)C=O, CNc1ccc(O)cc1, CI, [K+], [K+], C1CCOC1, O=S(=O)(O)O. The product is CN(C)c1ccc(O)cc1. RXN SMILES: [C:15](=[O:16])([O-:17])[O-:18].[CH3:23][N:24]([CH3:25])[CH:26]=[O:27].[CH3:6][NH:7][c:8]1[cH:9][cH:10][c:11]([OH:14])[cH:12][cH:13]1.[I:21][CH3:22].[K+:19].[K+:20].[O:28]1[CH2:29][CH2:30][CH2:31][CH2:32]1.[S:1]([OH:2])([OH:3])(=[O:4])=[O:5]>>[CH3:6][N:7]([c:8]1[cH:9][cH:10][c:11]([OH:14])[cH:12][cH:13]1)[CH3:15]. The reactants are CC(=O)c1csc(-c2ccccc2)n1, O. Yields the product O=CC(=O)c1csc(-c2ccccc2)n1. RXN SMILES: [C:1]([CH3:2])(=[O:3])[c:4]1[n:5][c:6](-[c:9]2[cH:10][cH:11][cH:12][cH:13][cH:14]2)[s:7][cH:8]1.[OH2:15]>>[C:1]([CH:2]=[O:15])(=[O:3])[c:4]1[n:5][c:6](-[c:9]2[cH:10][cH:11][cH:12][cH:13][cH:14]2)[s:7][cH:8]1. The reactants are O=Cc1ccc(F)cc1, [H-], [Na+], CN(C)C=O, COc1cccc(-c2ccc3cc(OC)ccc3c2O)c1. Yields the product COc1cccc(-c2ccc3cc(OC)ccc3c2Oc2ccc(C=O)cc2)c1. Reaction SMILES: [F:24][c:25]1[cH:26][cH:27][c:28]([CH:29]=[O:30])[cH:31][cH:32]1.[H-:23].[Na+:22].[O:33]=[CH:34][N:35]([CH3:36])[CH3:37].[OH:1][c:2]1[c:3](-[c:14]2[cH:15][c:16]([O:20][CH3:21])[cH:17][cH:18][cH:19]2)[cH:4][cH:5][c:6]2[cH:7][c:8]([O:12][CH3:13])[cH:9][cH:10][c:11]12>>[O:1]([c:2]1[c:3](-[c:14]2[cH:15][c:16]([O:20][CH3:21])[cH:17][cH:18][cH:19]2)[cH:4][cH:5][c:6]2[cH:7][c:8]([O:12][CH3:13])[cH:9][cH:10][c:11]12)[c:25]1[cH:26][cH:27][c:28]([CH:29]=[O:30])[cH:31][cH:32]1.